describe an organic reaction: reactants, conditions, products, and yield From a dataset of the Open Reaction Database (ORD), a public repository of structured organic reaction records. Reactants: NC=1C=CC=2C(N3C(=NC2C1)C(CC3)=CC3=CC=CC=C3)=O (6-amino-3-benzylidene-1,2,3,9-tetrahydro-pyrrolo[2,1-b]quinazoline-9-one), C1(C=2C(C(=O)O1)=CC=CC2)=O (phthalic anhydride). The solvent is O1CCCC1 (tetrahydrofuran). Conditions: time 14 hour. Product: C(C1=CC=CC=C1)=C1CCN2C1=NC=1C=C(C=CC1C2=O)NC(=O)C2=C(C(=O)O)C=CC=C2 (2-[N-(3-benzylidene-9-oxo-1,2,3,9-tetrahydro-pyrrolo[2,1-b]quinazolin-6-yl)-aminocarbonyl]-benzoic acid). Yield: 52.9%. Reaction SMILES: [NH2:1][C:2]1[CH:3]=[CH:4][C:5]2[C:6](=[O:22])[N:7]3[CH2:14][CH2:13][C:12](=[CH:15][C:16]4[CH:21]=[CH:20][CH:19]=[CH:18][CH:17]=4)[C:8]3=[N:9][C:10]=2[CH:11]=1.[C:23]1(=[O:33])[O:28][C:26](=[O:27])[C:25]2=[CH:29][CH:30]=[CH:31][CH:32]=[C:24]12>O1CCCC1>[CH:15](=[C:12]1[C:8]2=[N:9][C:10]3[CH:11]=[C:2]([NH:1][C:23]([C:24]4[CH:32]=[CH:31][CH:30]=[CH:29][C:25]=4[C:26]([OH:28])=[O:27])=[O:33])[CH:3]=[CH:4][C:5]=3[C:6](=[O:22])[N:7]2[CH2:14][CH2:13]1)[C:16]1[CH:21]=[CH:20][CH:19]=[CH:18][CH:17]=1. Reported procedure: 6-amino-3-benzylidene-1,2,3,9-tetrahydro-pyrrolo[2,1-b]quinazoline-9-one (2 g) was reacted with phthalic anhydride (4.6 g) in tetrahydrofuran (150 ml) under stirring at the reflux temperature for 14 hours. After cooling the precipitate was filtered and washed with tetrahydrofuran and then with water to give 1.6 g of 2-[N-(3-benzylidene-9-oxo-1,2,3,9-tetrahydro-pyrrolo[2,1-b]quinazolin-6-yl)-aminocarbonyl]-benzoic acid, m.p. 302°-308° C., Reactants: COCCN, CN(C)c1ccncc1, CC(=O)O, CC(C)N=C=NC(C)C, O=Cc1ccc(C=CC(=O)O)cc1, O=CC=Cc1ccccc1, CN(C)C=O. Product: COCCN(CC=Cc1ccccc1)Cc1ccc(C=CC(=O)O)cc1. As a reaction SMILES: [CH3:23][O:24][CH2:25][CH2:26][NH2:27].[CH3:38][N:39]([c:40]1[cH:41][cH:42][n:43][cH:44][cH:45]1)[CH3:46].[CH3:52][C:53](=[O:54])[OH:55].[CH:14]([N:15]=[C:16]=[N:17][CH:18]([CH3:19])[CH3:20])([CH3:21])[CH3:22].[CH:1](=[O:2])[c:3]1[cH:4][cH:5][c:6]([CH:7]=[CH:8][C:9](=[O:10])[OH:11])[cH:12][cH:13]1.[CH:28]([CH:29]=[CH:30][c:31]1[cH:32][cH:33][cH:34][cH:35][cH:36]1)=[O:37].[O:47]=[CH:48][N:49]([CH3:50])[CH3:51]>>[CH2:1]([c:3]1[cH:4][cH:5][c:6]([CH:7]=[CH:8][C:9](=[O:10])[OH:11])[cH:12][cH:13]1)[N:27]([CH2:26][CH2:25][O:24][CH3:23])[CH2:28][CH:29]=[CH:30][c:31]1[cH:32][cH:33][cH:34][cH:35][cH:36]1. Reactants: C(C1=CC=CC=C1)OC=1C(=CC=2CCCCC2C1)CCCC1=CC=C(C(=O)O)C=C1 (4-[3-(3-benzyloxy-5,6,7,8-tetrahydro-2-naphthyl) propyl]benzoic acid), O (water), ClC=1C(C(=C(C(C1Cl)=O)C#N)C#N)=O (2,3-dichloro-5,6-dicyanobenzoquinone). The solvent is C(C)(=O)OCC (ethyl acetate). Reaction conditions: time 2 hour. Product: C(C1=CC=CC=C1)OC=1C(=CC=2C(CCCC2C1)=O)CCCC1=CC=C(C(=O)O)C=C1 (4-[3-(3-Benzyloxy-8-oxo-5,6,7,8-tetrahydro-2-naphthyl)propyl]benzoic acid). Isolated yield 18.1%. RXN SMILES: [CH2:1]([O:8][C:9]1[C:10]([CH2:19][CH2:20][CH2:21][C:22]2[CH:30]=[CH:29][C:25]([C:26]([OH:28])=[O:27])=[CH:24][CH:23]=2)=[CH:11][C:12]2[CH2:13][CH2:14][CH2:15][CH2:16][C:17]=2[CH:18]=1)[C:2]1[CH:7]=[CH:6][CH:5]=[CH:4][CH:3]=1.O.ClC1C(=O)C(C#N)=C(C#N)C(=[O:40])C=1Cl>C(OCC)(=O)C>[CH2:1]([O:8][C:9]1[C:10]([CH2:19][CH2:20][CH2:21][C:22]2[CH:23]=[CH:24][C:25]([C:26]([OH:28])=[O:27])=[CH:29][CH:30]=2)=[CH:11][C:12]2[C:13](=[O:40])[CH2:14][CH2:15][CH2:16][C:17]=2[CH:18]=1)[C:2]1[CH:7]=[CH:6][CH:5]=[CH:4][CH:3]=1. Procedure: To a solution of 4-[3-(3-benzyloxy-5,6,7,8-tetrahydro-2-naphthyl) propyl]benzoic acid (1.6 g) in ethyl acetate (50 ml) was added water (1 ml) and 2,3-dichloro-5,6-dicyanobenzoquinone (1.9 g). The mixture was stirred for 2 hours, the solvent evaporated and the residue subjected to chromatography on silica gel, eluting with 0.1% formic acid in EtOAc. The residue was purified by trituration with diethyl ether to give the title compound (0.3 g) mpt. 155°-160° C. Reactants: BrC1=C(C=CC(=C1)[N+](=O)[O-])OC (2-bromo-1-methoxy-4-nitro-benzene), C(C)OC(=O)C1=CC=C(C=C1)B(O)O (4-ethoxycarbonyl-phenyl boronic acid), C([O-])([O-])=O.[Cs+].[Cs+] (cesium carbonate), tetrakis(triphenylphosphine)palladium0. Solvent: COCCOC (DME). Product: C(C)OC(=O)C1=CC=C(C=C1)C1=C(C=CC(=C1)[N+](=O)[O-])OC (2′-Methoxy-5′-nitro-biphenyl-4-carboxylic acid ethyl ester). The yield is 76.8%. As a reaction SMILES: Br[C:2]1[CH:7]=[C:6]([N+:8]([O-:10])=[O:9])[CH:5]=[CH:4][C:3]=1[O:11][CH3:12].[CH2:13]([O:15][C:16]([C:18]1[CH:23]=[CH:22][C:21](B(O)O)=[CH:20][CH:19]=1)=[O:17])[CH3:14].C(=O)([O-])[O-].[Cs+].[Cs+]>COCCOC>[CH2:13]([O:15][C:16]([C:18]1[CH:23]=[CH:22][C:21]([C:2]2[CH:7]=[C:6]([N+:8]([O-:10])=[O:9])[CH:5]=[CH:4][C:3]=2[O:11][CH3:12])=[CH:20][CH:19]=1)=[O:17])[CH3:14] |f:2.3.4|. Procedure: A mixture of 2-bromo-1-methoxy-4-nitro-benzene (1 g), 4-ethoxycarbonyl-phenyl boronic acid (836 mg), cesium carbonate (1.4 g) and tetrakis(triphenylphosphine)palladium0 (catalytic quantity), in 1:2 aqueous DME (45 ml) was heated to reflux for 18 h. The mixture was then cooled and partitioned between water and ethyl acetate. The dried extracts were evaporated and the residue purified on silica gel. Elution with 5-40% ethyl acetate:petrol gave a yellow solid (997 mg). Starting materials: CSC=1N=NC(=C(N1)NC1=CC=C(C=C1)C(=O)N1CCOCC1)C(=O)N (3-(methylthio)-5-(4-(morpholine-4-carbonyl)phenylamino)-1,2,4-triazine-6-carboxamide), C1=CC(=CC(=C1)Cl)C(=O)OO (mCPBA), N1C[C@@H](CCC1)OC1=NC=CC2=CC=CC=C12 ((R)-1-(piperidin-3-yloxy)isoquinoline), sulfone, sulfoxide, CCN(C(C)C)C(C)C (DIEA). The solvent is CN1CCCC1=O (NMP), CCOC(=O)C (EtOAc). Product: C1(=NC=CC2=CC=CC=C12)O[C@H]1CN(CCC1)C=1N=NC(=C(N1)NC1=CC=C(C=C1)C(=O)N1CCOCC1)C(=O)N ((R)-3-(3-(isoquinolin-1-yloxy)piperidin-1-yl)-5-(4-(morpholine-4-carbonyl)phenylamino)-1,2,4-triazine-6-carboxamide), Cl (HCl). The yield is 617.1%. RXN SMILES: CS[C:3]1[N:4]=[N:5][C:6]([C:24]([NH2:26])=[O:25])=[C:7]([NH:9][C:10]2[CH:15]=[CH:14][C:13]([C:16]([N:18]3[CH2:23][CH2:22][O:21][CH2:20][CH2:19]3)=[O:17])=[CH:12][CH:11]=2)[N:8]=1.C1C=C([Cl:33])C=C(C(OO)=O)C=1.CCN(C(C)C)C(C)C.[NH:47]1[CH2:52][CH2:51][CH2:50][C@@H:49]([O:53][C:54]2[C:63]3[C:58](=[CH:59][CH:60]=[CH:61][CH:62]=3)[CH:57]=[CH:56][N:55]=2)[CH2:48]1>CN1C(=O)CCC1.CCOC(C)=O>[C:54]1([O:53][C@@H:49]2[CH2:50][CH2:51][CH2:52][N:47]([C:3]3[N:4]=[N:5][C:6]([C:24]([NH2:26])=[O:25])=[C:7]([NH:9][C:10]4[CH:15]=[CH:14][C:13]([C:16]([N:18]5[CH2:23][CH2:22][O:21][CH2:20][CH2:19]5)=[O:17])=[CH:12][CH:11]=4)[N:8]=3)[CH2:48]2)[C:63]2[C:58](=[CH:59][CH:60]=[CH:61][CH:62]=2)[CH:57]=[CH:56][N:55]=1.[ClH:33]. Reported procedure: To a solution of 3-(methylthio)-5-(4-(morpholine-4-carbonyl)phenylamino)-1,2,4-triazine-6-carboxamide (75 mg, 0.20 mmol) in NMP (4 mL) was added mCPBA (77% strength, 140 mg, 0.60 mmol). The mixture was stirred at RT for 30 m to yield a mixture of corresponding sulfone and sulfoxide. To the mixture was then added DIEA (0.28 mL, 1.60 mmol) and Compound 54 (100 mg, 0.40 mmol). The mixture was heated at 90° C. for 90 min. The mixture was cooled, diluted with EtOAc (100 mL), washed with 1N NaOH and b... Reactants: C1(CCCC1)N (cyclopentylamine), C(C)N1CCOCC1 (N-ethylmorpholine), ClC(=O)OCC(C)C (isobutyl chloroformate), C(C1=CC=CC=C1)OC(=O)N[C@@H](C)C(=O)N1[C@H](C(=O)O)CCC1 (N-benzyloxycarbonyl-L-alanyl-L-proline). Solvent: O1CCCC1 (tetrahydrofuran). Run at temperature -10 celsius, time 20 minute. The product is C1(CCCC1)NC([C@H]1N(CCC1)C([C@@H](NC(=O)OCC1=CC=CC=C1)C)=O)=O (N-benzyloxycarbonyl-L-alanyl-L-proline cyclopentylamide). The yield is 71.0%. Reaction SMILES: [CH2:1]([O:8][C:9]([NH:11][C@H:12]([C:14]([N:16]1[CH2:23][CH2:22][CH2:21][C@H:17]1[C:18]([OH:20])=O)=[O:15])[CH3:13])=[O:10])[C:2]1[CH:7]=[CH:6][CH:5]=[CH:4][CH:3]=1.C(N1CCOCC1)C.ClC(OCC(C)C)=O.[CH:40]1([NH2:45])[CH2:44][CH2:43][CH2:42][CH2:41]1>O1CCCC1>[CH:40]1([NH:45][C:18](=[O:20])[C@@H:17]2[CH2:21][CH2:22][CH2:23][N:16]2[C:14](=[O:15])[C@H:12]([CH3:13])[NH:11][C:9]([O:8][CH2:1][C:2]2[CH:3]=[CH:4][CH:5]=[CH:6][CH:7]=2)=[O:10])[CH2:44][CH2:43][CH2:42][CH2:41]1. Reported procedure: 6.4 g (0.02 mol) of N-benzyloxycarbonyl-L-alanyl-L-proline were dissolved in 100 ml of dry tetrahydrofuran and the solution was cooled to -10° C. 2.54 ml of N-ethylmorpholine and 2.62 ml of isobutyl chloroformate were added and the mixture was stirred at -10° C. for 20 minutes. 1.98 ml of cyclopentylamine were then added and the mixture was stirred at 0° C. for 1 hour and then at room temperature overnight. The mixture was then evaporated and the product which crystallised on the addition of wat... Starting materials: [H-], Nc1nc(Cl)nc2c1ncn2Cc1ccccc1, [Na+], CN(C)C=O, SCCc1ccccc1. Yields the product Nc1nc(SCCc2ccccc2)nc2c1ncn2Cc1ccccc1. RXN SMILES: [H-:1].[NH2:12][c:13]1[c:14]2[n:15][cH:16][n:17]([CH2:23][c:24]3[cH:25][cH:26][cH:27][cH:28][cH:29]3)[c:18]2[n:19][c:20]([Cl:22])[n:21]1.[Na+:2].[O:30]=[CH:31][N:32]([CH3:33])[CH3:34].[c:3]1([CH2:9][CH2:10][SH:11])[cH:4][cH:5][cH:6][cH:7][cH:8]1>>[c:3]1([CH2:9][CH2:10][S:11][c:20]2[n:19][c:18]3[c:14]([c:13]([NH2:12])[n:21]2)[n:15][cH:16][n:17]3[CH2:23][c:24]2[cH:25][cH:26][cH:27][cH:28][cH:29]2)[cH:4][cH:5][cH:6][cH:7][cH:8]1.